describe an organic reaction: reactants, conditions, products, and yield From a dataset of the Open Reaction Database (ORD), a public repository of structured organic reaction records. Reactants: CN(C([S-])=S)C.C[NH2+]C (Dimethylammonium dimethyldithiocarbamate), C=O (formaldehyde), CC(CC(C)=O)=O (2,4-pentanedione), C(=S)=S (carbon disulfide). The solvent is CO (methanol). Conditions: time 3 hour. Yields the product CN(C(SCC(C(C)=O)=C(C)O)=S)C (2-(1-hydroxyethylidene)-3-oxobutyl dimethyldithiocarbamate). Reaction SMILES: [CH3:1][N:2]([CH3:6])[C:3](=[S:5])[S-:4].C[NH2+]C.C=O.[CH3:12][C:13](=[O:18])[CH2:14][C:15](=[O:17])[CH3:16].[C:19](=S)=S>CO>[CH3:1][N:2]([CH3:6])[C:3](=[S:4])[S:5][CH2:19][C:14](=[C:13]([OH:18])[CH3:12])[C:15](=[O:17])[CH3:16] |f:0.1|. Reported procedure: Dimethylammonium dimethyldithiocarbamate (33.2 grams, 0.20 mole), formaldehyde (16.2 grams of 37% aqueous solution, 0.20 mole), 2,4-pentanedione (20.0 grams, 0.20 mole), and carbon disulfide (15.2 grams, 0.20 mole) were dissolved in methanol (100 ml.). The temperature of the resulting reaction was kept below 27° C. with ice cooling. After three hours at 22° C.-29° C., the reaction mixture was cooled in ice and the precipitated product was filtered off, washed with cold methanol and water, and dr... The reactants are C(C1=CC=CC=C1)N1C(=NC=C1)CC(C(CC)=O)C(CC)=O (4-(1-benzyl-1H-imidazol-2-ylmethyl)-heptane-3,5-dione), O.NN (hydrazine monohydrate). The solvent is C(C)O (ethanol), C(C)O (ethanol). The product is C(C1=CC=CC=C1)N1C(=NC=C1)CC=1C(=NNC1CC)CC (4-(1-benzyl-1H-imidazol-2-ylmethyl)-3,5-diethyl-1H-pyrazole). RXN SMILES: [CH2:1]([N:8]1[CH:12]=[CH:11][N:10]=[C:9]1[CH2:13][CH:14]([C:19](=O)[CH2:20][CH3:21])[C:15](=O)[CH2:16][CH3:17])[C:2]1[CH:7]=[CH:6][CH:5]=[CH:4][CH:3]=1.O.[NH2:24][NH2:25]>C(O)C>[CH2:1]([N:8]1[CH:12]=[CH:11][N:10]=[C:9]1[CH2:13][C:14]1[C:19]([CH2:20][CH3:21])=[N:24][NH:25][C:15]=1[CH2:16][CH3:17])[C:2]1[CH:7]=[CH:6][CH:5]=[CH:4][CH:3]=1 |f:1.2|. Reported procedure: To a solution of 140 mg (0.47 mmol) 4-(1-benzyl-1H-imidazol-2-ylmethyl)-heptane-3,5-dione in 1.5 ml ethanol was added a solution of 24 mg (0.48 mmol) hydrazine monohydrate in 0.5 ml ethanol and the mixture heated to reflux for 10 min. The reaction mixture was evaporated under reduced pressure, the residue dissolved in 1N aqueous HCl solution and extracted three times with t-butyl methyl ether. The aqueous phase was adjusted to pH 12 and extracted three times with t-butyl methyl ether, the combin... The product is C(C)(C)(C)O[C@H](C)[C@@H]1N(C(OC1)=O)C1=NC(=NC(=C1)C)F ((R)-4-((R)-1-(tert-butoxy)ethyl)-3-(2-fluoro-6-methylpyrimidin-4-yl)oxazolidin-2-one). Reactants: [F-].[K+] (Potassium fluoride), C(C)(C)(C)O[C@H](C)[C@@H]1N(C(OC1)=O)C1=NC(=NC(=C1)C)Cl ((R)-4-((R)-1-(tert-butoxy)ethyl)-3-(2-chloro-6-methylpyrimidin-4-yl)oxazolidin-2-one). Reaction SMILES: [F-:1].[K+].[C:3]([O:7][C@@H:8]([C@H:10]1[CH2:14][O:13][C:12](=[O:15])[N:11]1[C:16]1[CH:21]=[C:20]([CH3:22])[N:19]=[C:18](Cl)[N:17]=1)[CH3:9])([CH3:6])([CH3:5])[CH3:4]>CS(C)=O.C(OCC)(=O)C.O>[C:3]([O:7][C@@H:8]([C@H:10]1[CH2:14][O:13][C:12](=[O:15])[N:11]1[C:16]1[CH:21]=[C:20]([CH3:22])[N:19]=[C:18]([F:1])[N:17]=1)[CH3:9])([CH3:6])([CH3:5])[CH3:4] |f:0.1|. Reported procedure: Potassium fluoride (0.063 g, 1.08 mmol, 10 equiv) was added to a solution of (R)-4-((R)-1-(tert-butoxy)ethyl)-3-(2-chloro-6-methylpyrimidin-4-yl)oxazolidin-2-one (34 mg, 0.108 mmol) in DMSO (1.1 mL). The suspension was heated at 120° C. for 3 hours and then cooled to room temperature. The reaction was diluted with ethyl acetate (20 mL) and water (20 mL). The layers were separated and the aqueous layer was extracted with ethyl acetate (20 mL). The combined organic layers were dried over Na2SO4, f... Run at temperature 120 celsius. Run in CS(=O)C (DMSO), C(C)(=O)OCC (ethyl acetate), O (water). Starting materials: C1=CC=CC=C1 (benzene), S1C(=NC=C1)C=O (2-thiazole carboxaldehyde), C(CO)O (ethylene glycol), O.C1(=CC=C(C=C1)S(=O)(=O)O)C (p-toluenesulfonic acid monohydrate). Run in O (H2O), CCOCC (Et2O). Yields the product O1C(OCC1)C=1SC=CN1 (2-(1,3-dioxolan-2-yl)-1,3-thiazole). RXN SMILES: C1C=CC=CC=1.[S:7]1[CH:11]=[CH:10][N:9]=[C:8]1[CH:12]=[O:13].[CH2:14](O)[CH2:15][OH:16].O.C1(C)C=CC(S(O)(=O)=O)=CC=1>CCOCC.O>[O:13]1[CH2:14][CH2:15][O:16][CH:12]1[C:8]1[S:7][CH:11]=[CH:10][N:9]=1 |f:3.4|. Procedure: A benzene (10 mL) solution of 2-thiazole carboxaldehyde (5.00 g 44.19 mmol), ethylene glycol (7.40 mL, 132.58 mmol) and p-toluenesulfonic acid monohydrate (1.50 g, 7.89 mmol) was refluxed with azeotropic removal of H2O for 3 h and then cooled to ambient temperature. The reaction mixture was diluted with Et2O and the organics washed with sat'd NaHCO3, brine and then dried (MgSO4), filtered and concentrated to provide the title compound as a reddish oil. 1H NMR (CDCl3, 400 MHz) δ 7.79 (d, J=3.1 Hz... The reactants are P(Br)(Br)Br (Phosphorus tribromide), Ice, OCCC=1C=C2CCCC2=CC1 (5-(2-hydroxyethyl)indane), A-2139628. The solvent is C(Cl)(Cl)(Cl)Cl (carbon tetrachloride). Reaction conditions: time 0.5 hour. The product is BrCCC=1C=C2CCCC2=CC1 (5-(2-bromoethyl)indane). As a reaction SMILES: P(Br)(Br)[Br:2].O[CH2:6][CH2:7][C:8]1[CH:9]=[C:10]2[C:14](=[CH:15][CH:16]=1)[CH2:13][CH2:12][CH2:11]2>C(Cl)(Cl)(Cl)Cl>[Br:2][CH2:6][CH2:7][C:8]1[CH:9]=[C:10]2[C:14](=[CH:15][CH:16]=1)[CH2:13][CH2:12][CH2:11]2. Procedure: Phosphorus tribromide (3.5 ml) was added, dropwise, to a solution of 5-(2-hydroxyethyl)indane (14.0 g) (FR-A-2139628) in carbon tetrachloride (100 ml). The mixture was stirred at room temperature for 0.5 hour and then heated under reflux for 2 hours. Ice (100 g) was added and the mixture partitioned between dichloromethane and 10% aqueous sodium carbonate. The layers were separated and the aqueous layer extracted with dichloromethane (2×100 ml). The combined dichloromethane extracts were dried (... The reactants are BrC=1C=C(C=CC1)C(CC(=O)C1=CC(=NC=C1)C)C1=C(C=CC=C1)C (3-(3-Bromo-phenyl)-1-(2-methyl-pyridin-4-yl)-3-o-tolyl-propan-1-one), CS(=O)(=O)C1=CC=C(C=C1)B(O)O (4-(methylsulfonyl)phenylboronic acid). Yields the product CS(=O)(=O)C1=CC=C(C=C1)C1=CC(=CC=C1)C(CC(=O)C1=CC(=NC=C1)C)C1=C(C=CC=C1)C (3-(4′-Methanesulfonyl-biphenyl-3-yl)-1-(2-methyl-pyridin-4-yl)-3-o-tolyl-propan-1-one). RXN SMILES: Br[C:2]1[CH:3]=[C:4]([CH:8]([C:19]2[CH:24]=[CH:23][CH:22]=[CH:21][C:20]=2[CH3:25])[CH2:9][C:10]([C:12]2[CH:17]=[CH:16][N:15]=[C:14]([CH3:18])[CH:13]=2)=[O:11])[CH:5]=[CH:6][CH:7]=1.[CH3:26][S:27]([C:30]1[CH:35]=[CH:34][C:33](B(O)O)=[CH:32][CH:31]=1)(=[O:29])=[O:28]>>[CH3:26][S:27]([C:30]1[CH:35]=[CH:34][C:33]([C:6]2[CH:7]=[CH:2][CH:3]=[C:4]([CH:8]([C:19]3[CH:24]=[CH:23][CH:22]=[CH:21][C:20]=3[CH3:25])[CH2:9][C:10]([C:12]3[CH:17]=[CH:16][N:15]=[C:14]([CH3:18])[CH:13]=3)=[O:11])[CH:5]=2)=[CH:32][CH:31]=1)(=[O:29])=[O:28]. Procedure: In analogy to example 22, from 3-(3-bromo-phenyl)-1-(2-methyl-pyridin-4-yl)-3-o-tolyl-propan-1-one (example 98, step 5) and 4-(methylsulfonyl)phenylboronic acid was prepared the title compound as light yellow foam, MS (ESI+): m/z=470.2 ([M+H]+). Starting materials: CCOP(=O)(OCC)C(CC(C)C)C(=O)OC, CC(C)C=O, [H-], [Na+], C1CCOC1, O. The product is COC(=O)C(=CC(C)C)CC(C)C. RXN SMILES: [CH3:1][O:2][C:3]([CH:4]([CH2:5][CH:6]([CH3:7])[CH3:8])[P:9]([O:10][CH2:11][CH3:12])([O:13][CH2:14][CH3:15])=[O:16])=[O:17].[CH:20]([CH:21]([CH3:22])[CH3:23])=[O:24].[H-:18].[Na+:19].[O:26]1[CH2:27][CH2:28][CH2:29][CH2:30]1.[OH2:25]>>[CH3:1][O:2][C:3]([C:4]([CH2:5][CH:6]([CH3:7])[CH3:8])=[CH:20][CH:21]([CH3:22])[CH3:23])=[O:17]. Starting materials: ClC1=NC=C(C(=O)O)C=C1 (6-chloronicotinic acid), CN(C)C(=[N+](C)C)ON1C2=C(C=CC=C2)N=N1.[B-](F)(F)(F)F (TBTU), C(C)(C)N(CC)C(C)C (di-iso-propylethylamine), Cl.COCN (N-methoxymethylamine hydrochloride). Run in [Cl-].[Na+].O (brine), CN(C)C=O (DMF). Conditions: temperature 25 celsius, time 8 hour. Product: ClC1=NC=C(C(=O)N(C)OC)C=C1 (6-chloro-N-methoxy-N-methylnicotinamide). The yield is 90.3%. RXN SMILES: [Cl:1][C:2]1[CH:10]=[CH:9][C:5]([C:6](O)=[O:7])=[CH:4][N:3]=1.CN([C:14]([O:18][N:19]1N=NC2C=CC=C[C:20]1=2)=[N+](C)C)C.[B-](F)(F)(F)F.C(N(C(C)C)CC)(C)C.Cl.COCN>CN(C=O)C.[Cl-].[Na+].O>[Cl:1][C:2]1[CH:10]=[CH:9][C:5]([C:6]([N:19]([O:18][CH3:14])[CH3:20])=[O:7])=[CH:4][N:3]=1 |f:1.2,4.5,7.8.9|. Procedure: To a solution of 6-chloronicotinic acid (2.0 g, 12.7 mmol) in DMF (20 mL) was added TBTU (6.11 g, 19.0 mmol), di-iso-propylethylamine (4.9 g, 38.1 mmol), and N-methoxymethylamine hydrochloride (1.48 g, 15.2 mmol). The reaction mixture was stirred at 25° C. overnight. The reaction solution was poured into brine (40 mL) and extracted with ethyl acetate (40 mL*2). The organic layer was dried over Na2SO4 and concentrated under reduced pressure. The residue was purified by silica gel chromatography t... Reactants: C1(=CC=CC=C1)NC(=O)N1CCN(CC1)C1=CC=NC2=CC=C(C=C12)C=1C(=NN(C1)C(C1=CC=CC=C1)(C1=CC=CC=C1)C1=CC=CC=C1)C (N1-phenyl-4-[6-(3-methyl-1-trityl-1H-pyrazolyl)-4-quinolyl]-1-piperazine carboxamide), Cl (hydrochloric acid). Product: Cl.Cl.C1(=CC=CC=C1)NC(=O)N1CCN(CC1)C1=CC=NC2=CC=C(C=C12)C=1C(=NNC1)C (N-Phenyl-4-[6-(3-methyl-1H-4-pyrazolyl)-4-quinolyl]-1-piperazine carboxamide dihydrochloride). As a reaction SMILES: [C:1]1([NH:7][C:8]([N:10]2[CH2:15][CH2:14][N:13]([C:16]3[C:25]4[C:20](=[CH:21][CH:22]=[C:23]([C:26]5[C:27]([CH3:50])=[N:28][N:29](C(C6C=CC=CC=6)(C6C=CC=CC=6)C6C=CC=CC=6)[CH:30]=5)[CH:24]=4)[N:19]=[CH:18][CH:17]=3)[CH2:12][CH2:11]2)=[O:9])[CH:6]=[CH:5][CH:4]=[CH:3][CH:2]=1.[ClH:51]>>[ClH:51].[ClH:51].[C:1]1([NH:7][C:8]([N:10]2[CH2:15][CH2:14][N:13]([C:16]3[C:25]4[C:20](=[CH:21][CH:22]=[C:23]([C:26]5[C:27]([CH3:50])=[N:28][NH:29][CH:30]=5)[CH:24]=4)[N:19]=[CH:18][CH:17]=3)[CH2:12][CH2:11]2)=[O:9])[CH:2]=[CH:3][CH:4]=[CH:5][CH:6]=1 |f:2.3.4|. Reported procedure: 63 mg N1-phenyl-4-[6-(3-methyl-1-trityl-1H-pyrazolyl)-4-quinolyl]-1-piperazine carboxamide obtained in Example 181 and 0.7 mL of 5 N hydrochloric acid were reacted in the same manner as in Example 163, to give 30 mg of the title compound as pale yellow crystals. Reactants: ClC1=C(C=C(C=C1)NC1CC(NC(C1)(C)C)(C)C)OC ((4-chloro-3-methoxyphenyl)-(2,2,6,6-tetramethyl-piperidin-4-yl)-amine), C(C)#N (acetonitrile), C1CC(=O)N(C1=O)Br (NBS). Solvent: O (Water). Reaction conditions: temperature 100 celsius, time 1 hour. Yields the product Cl.BrC1=C(C=C(C(=C1)Cl)OC)NC1CC(NC(C1)(C)C)(C)C ((2-Bromo-4-chloro-5-methoxyphenyl)-(2,2,6,6-tetramethyl-piperidin-4-yl)-amine hydrochloric acid salt). As a reaction SMILES: [Cl:1][C:2]1[CH:7]=[CH:6][C:5]([NH:8][CH:9]2[CH2:14][C:13]([CH3:16])([CH3:15])[NH:12][C:11]([CH3:18])([CH3:17])[CH2:10]2)=[CH:4][C:3]=1[O:19][CH3:20].C(#N)C.C1C(=O)N([Br:31])C(=O)C1>O>[ClH:1].[Br:31][C:6]1[CH:7]=[C:2]([Cl:1])[C:3]([O:19][CH3:20])=[CH:4][C:5]=1[NH:8][CH:9]1[CH2:10][C:11]([CH3:18])([CH3:17])[NH:12][C:13]([CH3:15])([CH3:16])[CH2:14]1 |f:4.5|. Procedure: A mixture of (4-chloro-3-methoxyphenyl)-(2,2,6,6-tetramethyl-piperidin-4-yl)-amine 0.40 g, 1.3 mmol), acetonitrile (10 ml) and NBS (0.23 g, 1.3 mmol) was stirred for 1 h at 100° C. Water (25 ml) was added and the mixture was extracted with diethyl ether (2×50 ml). Hydrochloric acid in ether was added and the hydrochloric acid salt was precipitated and stirred, followed by filtration. Yield 0.40 g, (75%). Mp >270° C.